From a dataset of the Open Reaction Database (ORD), a public repository of structured organic reaction records. describe an organic reaction: reactants, conditions, products, and yield The reactants are COc1cc2c(Oc3ccc4[nH]c(C)cc4c3F)cnnc2cc1O, CN1CCN(CCCO)CC1. Yields the product COc1cc2c(Oc3ccc4[nH]c(C)cc4c3F)cnnc2cc1OCCCN1CCN(C)CC1. Reaction SMILES: [F:1][c:2]1[c:3]2[cH:4][c:5]([CH3:25])[nH:6][c:7]2[cH:8][cH:9][c:10]1[O:11][c:12]1[cH:13][n:14][n:15][c:16]2[cH:17][c:18]([OH:24])[c:19]([O:22][CH3:23])[cH:20][c:21]12.[OH:26][CH2:27][CH2:28][CH2:29][N:30]1[CH2:31][CH2:32][N:33]([CH3:36])[CH2:34][CH2:35]1>>[F:1][c:2]1[c:3]2[cH:4][c:5]([CH3:25])[nH:6][c:7]2[cH:8][cH:9][c:10]1[O:11][c:12]1[cH:13][n:14][n:15][c:16]2[cH:17][c:18]([O:24][CH2:27][CH2:28][CH2:29][N:30]3[CH2:31][CH2:32][N:33]([CH3:36])[CH2:34][CH2:35]3)[c:19]([O:22][CH3:23])[cH:20][c:21]12. The reactants are BrC1=CC=C2C(NC(=NC2=C1)C)=O (7-bromo-2-methyl-3H-quinazolin-4-one), P(=O)(Cl)(Cl)Cl (phosphorous oxychloride). Solvent: CN(C1=CC=CC=C1)C (N,N-dimethylaniline). Reaction conditions: temperature 60 celsius. Yields the product BrC1=CC=C2C(=NC(=NC2=C1)C)Cl (7-bromo-4-chloro-2-methyl-quinazoline). Isolated yield 60.2%. As a reaction SMILES: [Br:1][C:2]1[CH:11]=[C:10]2[C:5]([C:6](=O)[NH:7][C:8]([CH3:12])=[N:9]2)=[CH:4][CH:3]=1.P(Cl)(Cl)([Cl:16])=O>CN(C)C1C=CC=CC=1>[Br:1][C:2]1[CH:11]=[C:10]2[C:5]([C:6]([Cl:16])=[N:7][C:8]([CH3:12])=[N:9]2)=[CH:4][CH:3]=1. Procedure details: A suspension of 0.45 g (1.87 mmol) of 7-bromo-2-methyl-3H-quinazolin-4-one in 0.48 ml N,N-dimethylaniline was treated with 1.41 ml (15.4 mmol) phosphorous oxychloride and heated at 60° C. for 2 h. The reaction mixture was evaporated in vacuo and the residue taken up in 20 ml water, neutralized with 10 ml saturated aqueous sodium bicarbonate and twice extracted with 25 ml dichloromethane. The organic layer is washed with 25 ml water, 25 ml brine, dried over magnesium sulfate and evaporated in vac...